Dataset: the Open Reaction Database (ORD), a public repository of structured organic reaction records. Task: describe an organic reaction: reactants, conditions, products, and yield Starting materials: C12CNCC(CC1)N2C(=O)OC(C)(C)C (tert-Butyl 3,8-diazabicyclo[3.2.1]octane-8-carboxylate), BrC1=NC=CC=C1Cl (2-bromo-3-chloropyridine), C([O-])([O-])=O.[K+].[K+] (potassium carbonate). Run in CN(C=O)C (dimethylformamide), C(C)(=O)OCC (ethyl acetate). Run at temperature 120 celsius, time 48 hour. Product: ClC=1C(=NC=CC1)N1CC2CCC(C1)N2C(=O)OC(C)(C)C (tert-butyl 3-(3-chloro-2-pyridinyl)-3,8-diazabicyclo[3.2.1]octane-8-carboxylate). Reaction SMILES: [CH:1]12[N:8]([C:9]([O:11][C:12]([CH3:15])([CH3:14])[CH3:13])=[O:10])[CH:5]([CH2:6][CH2:7]1)[CH2:4][NH:3][CH2:2]2.Br[C:17]1[C:22]([Cl:23])=[CH:21][CH:20]=[CH:19][N:18]=1.C(=O)([O-])[O-].[K+].[K+]>CN(C)C=O.C(OCC)(=O)C>[Cl:23][C:22]1[C:17]([N:3]2[CH2:4][CH:5]3[N:8]([C:9]([O:11][C:12]([CH3:15])([CH3:14])[CH3:13])=[O:10])[CH:1]([CH2:7][CH2:6]3)[CH2:2]2)=[N:18][CH:19]=[CH:20][CH:21]=1 |f:2.3.4|. Procedure details: tert-Butyl 3,8-diazabicyclo[3.2.1]octane-8-carboxylate (435 mg, 2.26 mmol), 2-bromo-3-chloropyridine (400 mg, 1.88 mmol), and potassium carbonate (390 mg, 2.83 mmol) were combined in dry dimethylformamide (10 mL) and stirred at 120° C. for 48 hours. The mixture was allowed to cool room temperature, diluted with ethyl acetate, filtered, and the filtrate was concentrated under reduced pressure. The residue was purified by chromatography on silica gel (85:15 hexanes:ethyl acetate) to provide the ti... Starting materials: CC#N, Cn1c(N2CC2)cc(=O)n(C)c1=O, O, O=[N+]([O-])c1ccc(CCCNCCCO)cc1, Cc1ccc(S(=O)(=O)O)cc1. Product: Cn1c(NCCN(CCCO)CCCc2ccc([N+](=O)[O-])cc2)cc(=O)n(C)c1=O. As a reaction SMILES: [CH3:43][C:44]#[N:45].[N:18]1([c:21]2[cH:22][c:23](=[O:30])[n:24]([CH3:29])[c:25](=[O:28])[n:26]2[CH3:27])[CH2:19][CH2:20]1.[OH2:31].[OH:1][CH2:2][CH2:3][CH2:4][NH:5][CH2:6][CH2:7][CH2:8][c:9]1[cH:10][cH:11][c:12]([N+:15](=[O:16])[O-:17])[cH:13][cH:14]1.[c:32]1([CH3:33])[cH:34][cH:35][c:36]([S:37]([OH:38])(=[O:39])=[O:40])[cH:41][cH:42]1>>[OH:1][CH2:2][CH2:3][CH2:4][N:5]([CH2:6][CH2:7][CH2:8][c:9]1[cH:10][cH:11][c:12]([N+:15](=[O:16])[O-:17])[cH:13][cH:14]1)[CH2:20][CH2:19][NH:18][c:21]1[cH:22][c:23](=[O:30])[n:24]([CH3:29])[c:25](=[O:28])[n:26]1[CH3:27].